Dataset: the Open Reaction Database (ORD), a public repository of structured organic reaction records. Task: describe an organic reaction: reactants, conditions, products, and yield The product is [N-]=[N+]=NC(CO)COC(=O)c1ccccc1. Reactants: COC(OC)(OC)c1ccccc1, ClCCl, [N-]=[N+]=NC(CO)CO, O, O, Cc1ccc(S(=O)(=O)O)cc1. As a reaction SMILES: [CH3:21][O:22][C:23]([O:24][CH3:25])([O:26][CH3:27])[c:28]1[cH:29][cH:30][cH:31][cH:32][cH:33]1.[Cl:35][CH2:36][Cl:37].[N:1](=[N+:2]=[N-:3])[CH:4]([CH2:5][OH:6])[CH2:7][OH:8].[OH2:34].[OH2:9].[c:10]1([CH3:11])[cH:12][cH:13][c:14]([S:15]([OH:16])(=[O:17])=[O:18])[cH:19][cH:20]1>>[N:1](=[N+:2]=[N-:3])[CH:4]([CH2:5][O:6][C:23](=[O:22])[c:28]1[cH:29][cH:30][cH:31][cH:32][cH:33]1)[CH2:7][OH:8]. Starting materials: CC(CO)CO (2-methylpropane-1,3-diol), O1CCCC=C1 (3,4-dihydro-2H-pyran), ethyl acetate petroleum ether. Reagents/catalysts: CC1=CC=C(C=C1)S(=O)(=O)O (4-methylbenzene-1-sulfonic acid). Conditions: time 3 hour. Yields the product CC(CO)COC1OCCCC1 (2-methyl-3-(oxan-2-yloxy)propan-1-ol). The yield is 66.6%. Reaction SMILES: [CH3:1][CH:2]([CH2:5][OH:6])[CH2:3][OH:4].[O:7]1[CH:12]=[CH:11][CH2:10][CH2:9][CH2:8]1>CC1C=CC(S(O)(=O)=O)=CC=1>[CH3:1][CH:2]([CH2:5][O:6][CH:8]1[CH2:9][CH2:10][CH2:11][CH2:12][O:7]1)[CH2:3][OH:4]. Procedure: Into a 50-mL 3-necked round-bottom flask was placed 2-methylpropane-1,3-diol (20 g, 221.92 mmol, 1.00 equiv) and 4-methylbenzene-1-sulfonic acid (11 mg, 0.06 mmol). Then 3,4-dihydro-2H-pyran (5 g, 59.44 mmol, 0.27 equiv) was added at 0° C. The resulting solution was stirred for 3 h at room temperature. The residue was applied onto a silica gel column with ethyl acetate/petroleum ether (1:20). Purification afforded 6.9 g (18%) of 2-methyl-3-(oxan-2-yloxy)propan-1-ol as a light yellow liquid. The reactants are F[B-](F)(F)F.F[B-](F)(F)F.ClC[N+]12CC[N+](CC1)(CC2)F (1-Chloromethyl-4-fluoro-1,4-diazoniabicyclo[2.2.2]octane bis(tetrafluoroborate)), ClC=1C=C2C(=CC=NC2=CN1)N1C[C@H](CCC1)NC(OC(C)(C)C)=O ((S)-tert-butyl 1-(6-chloro-1,7-naphthyridin-4-yl)piperidin-3-ylcarbamate), Na2CO3(sat.). Run in CC#N (MeCN). Run at time 18 hour. The product is ClC=1C=C2C(=C(C=NC2=CN1)F)N1C[C@H](CCC1)NC(OC(C)(C)C)=O ((S)-tert-butyl 1-(6-chloro-3-fluoro-1,7-naphthyridin-4-yl)piperidin-3-ylcarbamate). Isolated yield 15.0%. As a reaction SMILES: F[B-](F)(F)F.F[B-](F)(F)F.ClC[N+]12CC[N+]([F:21])(CC1)CC2.[Cl:22][C:23]1[CH:24]=[C:25]2[C:30](=[CH:31][N:32]=1)[N:29]=[CH:28][CH:27]=[C:26]2[N:33]1[CH2:38][CH2:37][CH2:36][C@H:35]([NH:39][C:40](=[O:46])[O:41][C:42]([CH3:45])([CH3:44])[CH3:43])[CH2:34]1>CC#N>[Cl:22][C:23]1[CH:24]=[C:25]2[C:30](=[CH:31][N:32]=1)[N:29]=[CH:28][C:27]([F:21])=[C:26]2[N:33]1[CH2:38][CH2:37][CH2:36][C@H:35]([NH:39][C:40](=[O:46])[O:41][C:42]([CH3:43])([CH3:45])[CH3:44])[CH2:34]1 |f:0.1.2|. Reported procedure: 1-Chloromethyl-4-fluoro-1,4-diazoniabicyclo[2.2.2]octane bis(tetrafluoroborate) (1.0 equiv.) was added to a solution of (S)-tert-butyl 1-(6-chloro-1,7-naphthyridin-4-yl)piperidin-3-ylcarbamate (1.0 equiv.) in MeCN (0.14 M). After stirring for 18 hours, Na2CO3(sat.) was added to quench. The solution was partitioned between EtOAc and Na2CO3(sat.) washed further with NaCl(sat.), dried over MgSO4, concentrated and purified by silica gel chromatography (25-50-100% EtOAc/hexanes w/0.1% DIEA eluant) to... Reported procedure: 7.7 g of 7-amino-2,3,5,6,7,8-hexahydronaphtho-[2,3-b]furan, 5 g of bromoethanol, 40 ml of methylene chloride, 12 ml of 40% strength sodium hydroxide in water and 1 g of Triton B are stirred vigorously at room temperature for 48 hours. After separation following settling, the methylene chloride is evaporated off in the cold and the residue is taken up with ethyl ether, which is exhaustively extracted with hydrochloric acid. The alkalinized acid phases yield an oil having the expected structure. Yields the product OCCNC1CCC2=CC3=C(OCC3)C=C2C1 (7-[N-(2-Hydroxyethyl)amino]-2,3,5,6,7,8-hexahydronaphtho[2,3-b]furan). Reaction SMILES: [NH2:1][CH:2]1[CH2:14][C:13]2[C:5](=[CH:6][C:7]3[CH2:11][CH2:10][O:9][C:8]=3[CH:12]=2)[CH2:4][CH2:3]1.Br[CH:16]([OH:18])[CH3:17].C(Cl)Cl.[OH-].[Na+]>O>[OH:18][CH2:16][CH2:17][NH:1][CH:2]1[CH2:14][C:13]2[C:5](=[CH:6][C:7]3[CH2:11][CH2:10][O:9][C:8]=3[CH:12]=2)[CH2:4][CH2:3]1 |f:3.4|. Solvent: O (water). Starting materials: NC1CCC2=CC3=C(OCC3)C=C2C1 (7-amino-2,3,5,6,7,8-hexahydronaphtho-[2,3-b]furan), BrC(C)O (bromoethanol), C(Cl)Cl (methylene chloride), [OH-].[Na+] (sodium hydroxide).